describe an organic reaction: reactants, conditions, products, and yield From a dataset of the Open Reaction Database (ORD), a public repository of structured organic reaction records. The reactants are Cl.Cl.COC1=C(CN2CCN(CC2)C(C2=CC=C(C=C2)F)C2=CC=C(C=C2)F)C=CC(=C1OC)OC (1-(2,3,4-trimethoxybenzyl)-4-[bis(4-fluorophenyl)methyl]piperazine dihydrochloride), aqueous solution, [OH-].[Na+] (sodium hydroxide). Yields the product COC1=C(CN2CCN(CC2)C(C2=CC=C(C=C2)F)C2=CC=C(C=C2)F)C=CC(=C1OC)OC (1-(2,3,4-trimethoxybenzyl)-4-[bis(4-fluorophenyl)methyl]piperazine). Yield: 64.2%. Reaction SMILES: Cl.Cl.[CH3:3][O:4][C:5]1[C:32]([O:33][CH3:34])=[C:31]([O:35][CH3:36])[CH:30]=[CH:29][C:6]=1[CH2:7][N:8]1[CH2:13][CH2:12][N:11]([CH:14]([C:22]2[CH:27]=[CH:26][C:25]([F:28])=[CH:24][CH:23]=2)[C:15]2[CH:20]=[CH:19][C:18]([F:21])=[CH:17][CH:16]=2)[CH2:10][CH2:9]1.[OH-].[Na+]>>[CH3:3][O:4][C:5]1[C:32]([O:33][CH3:34])=[C:31]([O:35][CH3:36])[CH:30]=[CH:29][C:6]=1[CH2:7][N:8]1[CH2:9][CH2:10][N:11]([CH:14]([C:22]2[CH:27]=[CH:26][C:25]([F:28])=[CH:24][CH:23]=2)[C:15]2[CH:20]=[CH:19][C:18]([F:21])=[CH:17][CH:16]=2)[CH2:12][CH2:13]1 |f:0.1.2,3.4|. Reported procedure: The 1-(2,3,4-trimethoxybenzyl)-4-[bis(4-fluorophenyl)methyl]piperazine dihydrochloride obtained in Example 4 (20.0 g; 36.9 millimoles) was added to 100 ml of a 20% aqueous solution of sodium hydroxide. The resulting oily product was extracted with 100 ml of ethyl acetate. The ethyl acetate layer was dried over anhydrous magnesium sulfate. The solvent was evaporated under reduced pressure to give 11.1 g of 1-(2,3,4-trimethoxybenzyl)-4-[bis(4-fluorophenyl)methyl]piperazine as an oil. Reactants: FC1=CC=C(C=C1)C=1SC=2CC3=C(C2C1)N(N=C3C3=CC=C(C=C3)OC)COCC[Si](C)(C)C (2-(4-Fluoro-phenyl)-6-(4-methoxy-phenyl)-4-(2-trimethylsilanyl-ethoxymethyl)-4,7-dihydro-1-thia-4,5-diaza-cyclopenta[a]pentalene), Cl (HCl). Solvent: CO (MeOH). Reaction conditions: temperature 100 celsius. Product: FC1=CC=C(C=C1)C=1SC=2CC3=C(C2C1)NN=C3C3=CC=C(C=C3)OC (2-(4-Fluoro-phenyl)-6-(4-methoxy-phenyl)-4,7-dihydro-1-thia-4,5-diaza-cyclopenta[a ]pentalene). Isolated yield 75.0%. As a reaction SMILES: [F:1][C:2]1[CH:7]=[CH:6][C:5]([C:8]2[S:9][C:10]3[CH2:11][C:12]4[C:18]([C:19]5[CH:24]=[CH:23][C:22]([O:25][CH3:26])=[CH:21][CH:20]=5)=[N:17][N:16](COCC[Si](C)(C)C)[C:13]=4[C:14]=3[CH:15]=2)=[CH:4][CH:3]=1.Cl>CO>[F:1][C:2]1[CH:7]=[CH:6][C:5]([C:8]2[S:9][C:10]3[CH2:11][C:12]4[C:18]([C:19]5[CH:24]=[CH:23][C:22]([O:25][CH3:26])=[CH:21][CH:20]=5)=[N:17][NH:16][C:13]=4[C:14]=3[CH:15]=2)=[CH:4][CH:3]=1. Reported procedure: 2-(4-Fluoro-phenyl)-6-(4-methoxy-phenyl)-4-(2-trimethylsilanyl-ethoxymethyl)-4,7-dihydro-1-thia-4,5-diaza-cyclopenta[a]pentalene (0.62 g, 0.12 mmol) was dissolved in MeOH and treated with concentrated HCl (0.37 mL, 1.2 mmol). The reaction mixture was heated at 100° C. for 4 hr. The solution was cooled to room temperature and the resultant precipitate was filtered, washed with MeOH and concentrated under reduced pressure to provide the corresponding 2-(4-Fluoro-phenyl)-6-(4-methoxy-phenyl)-4,7-di... The reactants are solution, [OH-].[K+] (potassium hydroxide), C(C(C)(C)C)(=O)OC1=CC(=C(C(=C1)C)OCOC)C (4-methoxymethoxy-3,5-dimethylphenyl pivaloate). Solvent: CO (methanol), CO (methanol). Run at time 4 hour. Yields the product COCOC1=C(C=C(C=C1C)O)C (4-Methoxymethoxy-3,5-dimethylphenol). The yield is 100.8%. RXN SMILES: C([O:7][C:8]1[CH:13]=[C:12]([CH3:14])[C:11]([O:15][CH2:16][O:17][CH3:18])=[C:10]([CH3:19])[CH:9]=1)(=O)C(C)(C)C.[OH-].[K+]>CO>[CH3:18][O:17][CH2:16][O:15][C:11]1[C:12]([CH3:14])=[CH:13][C:8]([OH:7])=[CH:9][C:10]=1[CH3:19] |f:1.2|. Procedure: 8.09 g of crude 4-methoxymethoxy-3,5-dimethylphenyl pivaloate were dissolved in 30 ml of methanol. To the resulting solution, 30 ml of a solution of 3.40 g of potassium hydroxide in methanol were added dropwise, followed by stirring at room temperature for 4 hours. The reaction mixture was concentrated by evaporation. Water was added to the residue. The mixture was neutralized with 3N hydrochloric acid and sodium bicarbonate, followed by extraction with ethyl acetate. The extract was dried over ... As a reaction SMILES: I[C:2]1[C:7]2[C:8]3[C:9]([NH:15][C:6]=2[C:5](=[O:16])[N:4]([CH2:17][C:18]2[CH:23]=[CH:22][C:21]([O:24][CH3:25])=[CH:20][CH:19]=2)[CH:3]=1)=[N:10][CH:11]=[C:12]([CH3:14])[CH:13]=3.[CH2:26]([S:28]([C:31]1[CH:32]=[C:33](B(O)O)[CH:34]=[CH:35][CH:36]=1)(=[O:30])=[O:29])[CH3:27].O1CCOCC1>C(Cl)Cl>[CH2:26]([S:28]([C:31]1[CH:36]=[C:35]([C:2]2[C:7]3[C:8]4[C:9]([NH:15][C:6]=3[C:5](=[O:16])[N:4]([CH2:17][C:18]3[CH:23]=[CH:22][C:21]([O:24][CH3:25])=[CH:20][CH:19]=3)[CH:3]=2)=[N:10][CH:11]=[C:12]([CH3:14])[CH:13]=4)[CH:34]=[CH:33][CH:32]=1)(=[O:29])=[O:30])[CH3:27]. Product: C(C)S(=O)(=O)C=1C=C(C=CC1)C1=CN(C(C2=C1C=1C(=NC=C(C1)C)N2)=O)CC2=CC=C(C=C2)OC (5-[3-(ethylsulfonyl)phenyl]-7-(4-methoxybenzyl)-3-methyl-7,9-dihydro-8H-pyrido[4′,3′:4,5]pyrrolo [2,3-b]pyridin-8-one). The reactants are IC1=CN(C(C2=C1C=1C(=NC=C(C1)C)N2)=O)CC2=CC=C(C=C2)OC (5-iodo-7-(4-methoxybenzyl)-3-methyl-7,9-dihydro-8H-pyrido[4′,3′:4,5]pyrrolo [2,3-b]pyridin-8-one), O1CCOCC1 (dioxane), C(C)S(=O)(=O)C=1C=C(C=CC1)B(O)O (3-(ethylsulfonyl)phenyl boronic acid), Tetrakis(triphenylphosphine)Pd(0). Run in C(Cl)Cl (DCM). Conditions: temperature 150 celsius. Reported procedure: In an appropriate microwave reaction vessel was placed, 5-iodo-7-(4-methoxybenzyl)-3-methyl-7,9-dihydro-8H-pyrido[4′,3′:4,5]pyrrolo [2,3-b]pyridin-8-one (8.0 g, 17.967 mmol), 3-(ethylsulfonyl)phenyl boronic acid (4.62 g, 21.562 mmol), and Tetrakis(triphenylphosphine)Pd(0) (6.23 g, 5.390 mmol). The solids were then suspended in a dioxane/saturated K2CO3 solution (40.0 mL, 4/1) and the mixture was heated in a large scale CEM microwave for 20 minutes at 150° C. The reaction mixture was diluted with... Starting materials: NC=1C(=NC(=CC1N)C1=CC(=C(C=C1)OCC)C(F)(F)F)C#N (3,4-diamino-6-(4-ethoxy-3-trifluoromethyl-phenyl)-pyridine-2-carbonitrile), ClCC(OCC)(OCC)OCC (2-chloro-1,1,1-triethoxyethane). Reagents/catalysts: [O-]S(=O)(=O)C(F)(F)F.[Yb+3].[O-]S(=O)(=O)C(F)(F)F.[O-]S(=O)(=O)C(F)(F)F (ytterbium triflate). The solvent is C(C)#N (acetonitrile). Product: C(C)OC1=C(C=C(C=C1)C1=CC2=C(C(=N1)C#N)N=C(N2)CCl)C(F)(F)F (6-(4-ethoxy-3-trifluoromethyl-phenyl)-2-(chloromethyl)-1H-imidazo[4,5,c]pyridine-4-carbonitrile). Isolated yield 54.5%. As a reaction SMILES: [NH2:1][C:2]1[C:3]([C:22]#[N:23])=[N:4][C:5]([C:9]2[CH:14]=[CH:13][C:12]([O:15][CH2:16][CH3:17])=[C:11]([C:18]([F:21])([F:20])[F:19])[CH:10]=2)=[CH:6][C:7]=1[NH2:8].[Cl:24][CH2:25][C:26](OCC)(OCC)OCC>C(#N)C.[O-]S(C(F)(F)F)(=O)=O.[Yb+3].[O-]S(C(F)(F)F)(=O)=O.[O-]S(C(F)(F)F)(=O)=O>[CH2:16]([O:15][C:12]1[CH:13]=[CH:14][C:9]([C:5]2[N:4]=[C:3]([C:22]#[N:23])[C:2]3[N:1]=[C:26]([CH2:25][Cl:24])[NH:8][C:7]=3[CH:6]=2)=[CH:10][C:11]=1[C:18]([F:21])([F:19])[F:20])[CH3:17] |f:3.4.5.6|. Procedure details: To a solution of 3,4-diamino-6-(4-ethoxy-3-trifluoromethyl-phenyl)-pyridine-2-carbonitrile (1.86 g, 5.78 mmol) and 2-chloro-1,1,1-triethoxyethane (3.41 g, 17.3 mmol) in acetonitrile (40 ml) was added ytterbium triflate (180 mg, 5 mol %) and the mixture heated to reflux overnight. The mixture was concentrated under reduced pressure before partitioning between ethyl acetate and water. The organic layer was dried over sodium sulfate and concentrated before addition of diethylether. The precipitate ... Starting materials: C(C#C)N1C=C(C=C1)CO (1-(2-propynyl)-1H-pyrrole-3-methanol), CO (methanol), [C-]#N.[Na+] (sodium cyanide). The reagents and catalysts are [C-]#N.[Na+] (sodium cyanide). Run in C(C)(=O)O (acetic acid), O (water), C(C)(=O)O (acetic acid), C(C)(=O)O (acetic acid), O (water). Reaction conditions: temperature 20 celsius, time 90 minute. The product is OC(C#N)C1=CN(C=C1)CC#C (α-hydroxy-1-(2-propynyl)-1H-pyrrole-3-acetonitrile). Yield: 97.6%. Reaction SMILES: [CH2:1]([N:4]1[CH:8]=[CH:7][C:6]([CH2:9][OH:10])=[CH:5]1)[C:2]#[CH:3].CO.[C-:13]#[N:14].[Na+]>[C-]#N.[Na+].O.C(O)(=O)C>[OH:10][CH:9]([C:6]1[CH:7]=[CH:8][N:4]([CH2:1][C:2]#[CH:3])[CH:5]=1)[C:13]#[N:14] |f:2.3,4.5|. Procedure: 0.44 ml of acetic acid was added to a solution of 510 mg of the product of Step B of Example 1, 7 ml of methanol and 2 ml of water another 0.44 ml of acetic acid was added. The mixture was cooled to 20° C. and 2.82 mg of sodium cyanide were added, after which the mixture was stirred for 90 minutes at 20° C., then cooled to ±10° C. Another 1.4 g of sodium cyanide and 2.2 ml of acetic acid were added and after stirring for 4 hours, the reaction mixture was poured into water and extracted with ethy... Reactants: NC1=C(C=C(C=C1)NCC1=CC(=CC(=C1)Cl)Cl)[N+](=O)[O-] (2-amino-5-(3,5-dichlorobenzylamino)-nitrobenzene), C1(=C(C(=C(C(=C1F)F)F)N)F)N.Cl.Cl (dihydrochloride), ClC(=O)OCCC (propyl chloroformate). Yields the product NC1=C(C=CC(=C1)NCC1=CC(=CC(=C1)Cl)Cl)NC(=O)OCCC (2-Amino-4-(3,5-dichlorobenzylamino)-1-propyloxycarbonylamino benzene). Isolated yield 58.7%. As a reaction SMILES: [NH2:1][C:2]1[CH:7]=[CH:6][C:5]([NH:8][CH2:9][C:10]2[CH:15]=[C:14]([Cl:16])[CH:13]=[C:12]([Cl:17])[CH:11]=2)=[CH:4][C:3]=1[N+:18]([O-])=O.Cl[C:22]([O:24][CH2:25][CH2:26][CH3:27])=[O:23].C1(N)C(F)=C(F)C(F)=C(N)C=1F.Cl.Cl>>[NH2:18][C:3]1[CH:4]=[C:5]([NH:8][CH2:9][C:10]2[CH:15]=[C:14]([Cl:16])[CH:13]=[C:12]([Cl:17])[CH:11]=2)[CH:6]=[CH:7][C:2]=1[NH:1][C:22]([O:24][CH2:25][CH2:26][CH3:27])=[O:23] |f:2.3.4|. Reported procedure: A suspension of 15.5 g (50 mmol) 2-amino-5-(3,5-dichlorobenzylamino)-nitrobenzene is hydrogenated in a manner analogous with Example 1 (variant A) and worked up appropriately with 6.2 g (51 mmol) propyl chloroformate. 10.8 g of the end product are obtained in the form of the dihydrochloride. This forms colorless to pale pink crystals. Run in CN(C)C=O (DMF). Reactants: ONC(C1=C2C=CN(C2=CC=C1)CCCC(=O)OCC)=N (Ethyl 4-{4-[(hydroxyamino)(imino)methyl]-1H-indol-1-yl}butanoate), C(#N)C=1C=C(C(=O)O)C=CC1OC(C)C (3-cyano-4-[(1-methylethyl)oxy]benzoic acid), C(CCl)Cl (EDC), C=1C=CC2=C(C1)N=NN2O (HOBt). Reaction conditions: time 20 minute. The product is C(#N)C=1C=C(C=CC1OC(C)C)C1=NC(=NO1)C1=C2C=CN(C2=CC=C1)CCCC(=O)OCC (Ethyl 4-[4-(5-{3-cyano-4-[(1-methylethyl)oxy]phenyl}-1,2,4-oxadiazol-3-yl)-1H-indol-1-yl]butanoate). The yield is 52.7%. Reported procedure: A mixture of 3-cyano-4-[(1-methylethyl)oxy]benzoic acid (can be prepared as described in WO2005/58848) (1.21 g, 5.88 mmol), EDC (1.35 g, 7.05 mmol) and HOBt (1.08 g, 7.05 mmol) in dry DMF (85 ml) was stirred for 20 minutes at RT. Added ethyl 4-{4-[(hydroxyamino)(imino)methyl]-1H-indol-1-yl}butanoate (D59) (1.70 g, 5.88 mmol) and stirred at RT for 1 hour. Heated mixture at 80° C. for 5 hours and left overnight at RT. Heated at 80° C. for 6 hours then evaporated off the DMF. Added EtOAc (200 ml) a... Reaction SMILES: [C:1]([C:3]1[CH:4]=[C:5]([CH:9]=[CH:10][C:11]=1[O:12][CH:13]([CH3:15])[CH3:14])[C:6]([OH:8])=O)#[N:2].C(Cl)CCl.C1C=CC2N(O)N=NC=2C=1.O[NH:31][C:32](=[NH:50])[C:33]1[CH:41]=[CH:40][CH:39]=[C:38]2[C:34]=1[CH:35]=[CH:36][N:37]2[CH2:42][CH2:43][CH2:44][C:45]([O:47][CH2:48][CH3:49])=[O:46]>CN(C=O)C>[C:1]([C:3]1[CH:4]=[C:5]([C:6]2[O:8][N:50]=[C:32]([C:33]3[CH:41]=[CH:40][CH:39]=[C:38]4[C:34]=3[CH:35]=[CH:36][N:37]4[CH2:42][CH2:43][CH2:44][C:45]([O:47][CH2:48][CH3:49])=[O:46])[N:31]=2)[CH:9]=[CH:10][C:11]=1[O:12][CH:13]([CH3:15])[CH3:14])#[N:2]. Yields the product C(C)OC([C@@H](N)CSCCC1CCN(CC1)C(=O)OCC1=CC=CC=C1)=O (S-[2-(1-benzyloxycarbonyl-4-piperidyl)ethyl]-L-cysteine ethyl ester). Reported procedure: In a nitrogen gas flow, 8.3 g of L-cysteine ethyl ester hydrochloride is added to a sodium ethoxide solution prepared by adding 2 g of metallic sodium to 80 ml of absolute ethanol. After stirring for 1 hours at room temperature, 80 ml of an ethanol solution containing 18.4 g of 2-(1-benzyloxycarbonyl-4-piperidyl)ethyl iodide is added dropwise to this reaction mixture. After stirring for 1 hour at room temperature, the reaction liquid is concentrated under reduced pressure. To the resulting resid... Conditions: time 1 hour. The yield is 92.4%. As a reaction SMILES: Cl.[CH2:2]([O:4][C:5](=[O:10])[C@H:6]([CH2:8][SH:9])[NH2:7])[CH3:3].[O-]CC.[Na+].[Na].[CH2:16]([O:23][C:24]([N:26]1[CH2:31][CH2:30][CH:29]([CH2:32][CH2:33]I)[CH2:28][CH2:27]1)=[O:25])[C:17]1[CH:22]=[CH:21][CH:20]=[CH:19][CH:18]=1>C(O)C>[CH2:2]([O:4][C:5](=[O:10])[C@H:6]([CH2:8][S:9][CH2:33][CH2:32][CH:29]1[CH2:28][CH2:27][N:26]([C:24]([O:23][CH2:16][C:17]2[CH:18]=[CH:19][CH:20]=[CH:21][CH:22]=2)=[O:25])[CH2:31][CH2:30]1)[NH2:7])[CH3:3] |f:0.1,2.3,^1:14|. The reactants are [Na] (sodium), Cl.C(C)OC([C@@H](N)CS)=O (L-cysteine ethyl ester hydrochloride), [O-]CC.[Na+] (sodium ethoxide), C(C1=CC=CC=C1)OC(=O)N1CCC(CC1)CCI (2-(1-benzyloxycarbonyl-4-piperidyl)ethyl iodide). Solvent: C(C)O (ethanol), C(C)O (ethanol).